This data is from the Open Reaction Database (ORD), a public repository of structured organic reaction records. The task is: describe an organic reaction: reactants, conditions, products, and yield Yields the product N=C(N)NCCNS(=O)(=O)c1cccc2cnccc12. Reactants: CSC(=N)N, CO, NCCNS(=O)(=O)c1cccc2cnccc12, [Na+], [OH-], O, O=S(=O)(O)O. Reaction SMILES: [CH3:24][S:25][C:26]([NH2:27])=[NH:28].[CH3:31][OH:32].[NH2:1][CH2:2][CH2:3][NH:4][S:5](=[O:6])(=[O:7])[c:8]1[c:9]2[cH:10][cH:11][n:12][cH:13][c:14]2[cH:15][cH:16][cH:17]1.[Na+:30].[OH-:29].[OH2:18].[S:19]([OH:20])([OH:21])(=[O:22])=[O:23]>>[NH:1]([CH2:2][CH2:3][NH:4][S:5](=[O:6])(=[O:7])[c:8]1[c:9]2[cH:10][cH:11][n:12][cH:13][c:14]2[cH:15][cH:16][cH:17]1)[C:26](=[NH:27])[NH2:28].